From a dataset of the Open Reaction Database (ORD), a public repository of structured organic reaction records. describe an organic reaction: reactants, conditions, products, and yield Reactants: CCc1cc2c(cc1CC)CC(N(Cc1ccccc1)CC(O)c1ccc(OCc3ccccc3)c([N+](=O)[O-])c1)C2, C1CCOC1, Cc1ccccc1. Yields the product CCc1cc2c(cc1CC)CC(N(Cc1ccccc1)CC(O)c1ccc(OCc3ccccc3)c(N)c1)C2. Reaction SMILES: [CH2:1]([c:2]1[cH:3][cH:4][cH:5][cH:6][cH:7]1)[N:8]([CH2:9][CH:10]([OH:11])[c:12]1[cH:13][c:14]([N+:26]([O-:27])=[O:28])[c:15]([O:18][CH2:19][c:20]2[cH:21][cH:22][cH:23][cH:24][cH:25]2)[cH:16][cH:17]1)[CH:29]1[CH2:30][c:31]2[cH:32][c:33]([CH2:40][CH3:41])[c:34]([CH2:38][CH3:39])[cH:35][c:36]2[CH2:37]1.[CH2:42]1[O:43][CH2:44][CH2:45][CH2:46]1.[CH3:47][c:48]1[cH:49][cH:50][cH:51][cH:52][cH:53]1>>[CH2:1]([c:2]1[cH:3][cH:4][cH:5][cH:6][cH:7]1)[N:8]([CH2:9][CH:10]([OH:11])[c:12]1[cH:13][c:14]([NH2:26])[c:15]([O:18][CH2:19][c:20]2[cH:21][cH:22][cH:23][cH:24][cH:25]2)[cH:16][cH:17]1)[CH:29]1[CH2:30][c:31]2[cH:32][c:33]([CH2:40][CH3:41])[c:34]([CH2:38][CH3:39])[cH:35][c:36]2[CH2:37]1. Reactants: CO, C=COCCONC(=O)c1sc2ccncc2c1Nc1ccc(SC)cc1F, Cl. The product is CSc1ccc(Nc2c(C(=O)NOCCO)sc3ccncc23)c(F)c1. RXN SMILES: [CH3:30][OH:31].[CH:1](=[CH2:2])[O:3][CH2:4][CH2:5][O:6][NH:7][C:8](=[O:9])[c:10]1[c:11]([NH:19][c:20]2[c:21]([F:28])[cH:22][c:23]([S:26][CH3:27])[cH:24][cH:25]2)[c:12]2[cH:13][n:14][cH:15][cH:16][c:17]2[s:18]1.[ClH:29]>>[OH:3][CH2:4][CH2:5][O:6][NH:7][C:8](=[O:9])[c:10]1[c:11]([NH:19][c:20]2[c:21]([F:28])[cH:22][c:23]([S:26][CH3:27])[cH:24][cH:25]2)[c:12]2[cH:13][n:14][cH:15][cH:16][c:17]2[s:18]1. Reactants: C(C)N(CC)CC1=NC(=NO1)C=1N=CN2C1CN(C(C1=C2C=CC(=C1)F)=O)C (3-(5-diethylaminomethyl-1,2,4-oxadiazol-3-yl)-8-fluoro-5-methyl-5,6-dihydro-4H-imidazo [1,5-a]-[1,4]benzodiazepin-6-one), Cl (hydrochloric acid). Run in C(C)O (ethanol). Yields the product Cl.C(C)N(CC)CC1=NC(=NO1)C=1N=CN2C1CN(C(C1=C2C=CC(=C1)F)=O)C (3-(5-diethylaminomethyl-1,2,4-oxadiazol-3-yl)-8-fluoro-5-methyl-5,6- dihydro-4H-imidazo[1,5-a][1,4]benzodiazepin-6-one hydrochloride). Isolated yield 89.5%. As a reaction SMILES: [CH2:1]([N:3]([CH2:6][C:7]1[O:11][N:10]=[C:9]([C:12]2[N:13]=[CH:14][N:15]3[C:21]4[CH:22]=[CH:23][C:24]([F:26])=[CH:25][C:20]=4[C:19](=[O:27])[N:18]([CH3:28])[CH2:17][C:16]=23)[N:8]=1)[CH2:4][CH3:5])[CH3:2].[ClH:29]>C(O)C>[ClH:29].[CH2:1]([N:3]([CH2:6][C:7]1[O:11][N:10]=[C:9]([C:12]2[N:13]=[CH:14][N:15]3[C:21]4[CH:22]=[CH:23][C:24]([F:26])=[CH:25][C:20]=4[C:19](=[O:27])[N:18]([CH3:28])[CH2:17][C:16]=23)[N:8]=1)[CH2:4][CH3:5])[CH3:2] |f:3.4|. Procedure: 1.30 g (0.0034 mol) of 3-(5-diethylaminomethyl-1,2,4-oxadiazol-3-yl)-8-fluoro-5-methyl-5,6-dihydro-4H-imidazo [1,5-a]-[1,4]benzodiazepin-6-one in 20 ml of ethanol were treated with 0.79 ml (0.0037 mol) of 4.78N ethanolic hydrochloric acid. Crystals separated after the addition of 100 ml of ether. There were obtained 1.28 g (90%) of 3-(5-diethylaminomethyl-1,2,4-oxadiazol-3-yl)-8-fluoro-5-methyl-5,6- dihydro-4H-imidazo[1,5-a][1,4]benzodiazepin-6-one hydrochloride as white crystals; m.p. 220°-223°... Starting materials: C1CCOC1, Cc1ccccc1, O=CO, CC(C)OC(=O)CCCC1CCC2C(CC(O)C2C=CC(COc2cc(F)ccc2F)OC2CCCCO2)OC1, CCOC(=O)N=NC(=O)OCC, c1ccc(P(c2ccccc2)c2ccccc2)cc1. As a reaction SMILES: [CH2:1]1[CH2:3][CH2:2][CH2:4][O:5]1.[CH3:77][c:78]1[cH:79][cH:80][cH:81][cH:82][cH:83]1.[CH:84]([OH:85])=[O:86].[F:6][c:7]1[c:8]([O:9][CH2:10][CH:11]([CH:12]=[CH:13][CH:14]2[CH:15]([OH:33])[CH2:16][CH:17]3[O:18][CH2:19][CH:20]([CH2:24][CH2:25][CH2:26][C:27](=[O:28])[O:29][CH:30]([CH3:31])[CH3:32])[CH2:21][CH2:22][CH:23]23)[O:34][CH:35]2[O:36][CH2:37][CH2:38][CH2:39][CH2:40]2)[cH:41][c:42]([F:45])[cH:43][cH:44]1.[O:65]=[C:66]([O:67][CH2:68][CH3:69])[N:70]=[N:71][C:72]([O:73][CH2:74][CH3:75])=[O:76].[c:46]1([P:47]([c:48]2[cH:49][cH:50][cH:51][cH:52][cH:53]2)[c:54]2[cH:55][cH:56][cH:57][cH:58][cH:59]2)[cH:60][cH:61][cH:62][cH:63][cH:64]1>>[CH:4](=[O:5])[O:33][CH:15]1[CH:14]([CH:13]=[CH:12][CH:11]([CH2:10][O:9][c:8]2[c:7]([F:6])[cH:44][cH:43][c:42]([F:45])[cH:41]2)[O:34][CH:35]2[O:36][CH2:37][CH2:38][CH2:39][CH2:40]2)[CH:23]2[CH:17]([CH2:16]1)[O:18][CH2:19][CH:20]([CH2:24][CH2:25][CH2:26][C:27](=[O:28])[O:29][CH:30]([CH3:31])[CH3:32])[CH2:21][CH2:22]2. The product is CC(C)OC(=O)CCCC1CCC2C(CC(OC=O)C2C=CC(COc2cc(F)ccc2F)OC2CCCCO2)OC1. The reactants are COC(C)(C)C, ClCCl, O=C1NC(O)c2c(F)c(Cl)nc(Cl)c21, O=C(O)C(F)(F)F. Product: O=C1NCc2c(F)c(Cl)nc(Cl)c21. Reaction SMILES: [CH3:25][O:26][C:27]([CH3:28])([CH3:29])[CH3:30].[Cl:15][CH2:16][Cl:17].[Cl:1][c:2]1[n:3][c:4]([Cl:14])[c:5]([F:13])[c:6]2[c:7]1[C:8](=[O:12])[NH:9][CH:10]2[OH:11].[F:18][C:19]([F:20])([F:21])[C:22]([OH:23])=[O:24]>>[Cl:1][c:2]1[n:3][c:4]([Cl:14])[c:5]([F:13])[c:6]2[c:7]1[C:8](=[O:12])[NH:9][CH2:10]2.